Dataset: the Open Reaction Database (ORD), a public repository of structured organic reaction records. Task: describe an organic reaction: reactants, conditions, products, and yield The reactants are CCOC(=O)CCCCCCBr, COC(=O)C=Cc1c(O)cccc1C#CCCCCOC1CCCCO1. Product: CCOC(=O)CCCCCCOc1cccc(C#CCCCCOC2CCCCO2)c1C=CC(=O)OC. Reaction SMILES: [Br:27][CH2:28][CH2:29][CH2:30][CH2:31][CH2:32][CH2:33][C:34](=[O:35])[O:36][CH2:37][CH3:38].[CH3:1][O:2][C:3]([CH:4]=[CH:5][c:6]1[c:7]([OH:25])[cH:8][cH:9][cH:10][c:11]1[C:12]#[C:13][CH2:14][CH2:15][CH2:16][CH2:17][O:18][CH:19]1[O:20][CH2:21][CH2:22][CH2:23][CH2:24]1)=[O:26]>>[CH3:1][O:2][C:3]([CH:4]=[CH:5][c:6]1[c:7]([O:25][CH2:28][CH2:29][CH2:30][CH2:31][CH2:32][CH2:33][C:34](=[O:35])[O:36][CH2:37][CH3:38])[cH:8][cH:9][cH:10][c:11]1[C:12]#[C:13][CH2:14][CH2:15][CH2:16][CH2:17][O:18][CH:19]1[O:20][CH2:21][CH2:22][CH2:23][CH2:24]1)=[O:26].